This data is from the Open Reaction Database (ORD), a public repository of structured organic reaction records. The task is: describe an organic reaction: reactants, conditions, products, and yield The reactants are ONC(=N)C1=CC=NC=C1 (N-hydroxy-4-pyridinecarboxamidine), ClC1=CC=C(C=C1)C1=NC(=NC(=C1)C(F)(F)F)C(=O)O (4-(4-chloro-phenyl)-6-trifluoromethyl-pyrimidine-2-carboxylic acid). Product: ClC1=CC=C(C=C1)C1=NC(=NC(=C1)C(F)(F)F)C1=NC(=NO1)C1=CC=NC=C1 (4-(4-Chloro-phenyl)-2-(3-pyridin-4-yl-[1,2,4]oxadiazol-5-yl)-6-trifluoromethyl-pyrimidine), solid. Isolated yield 44.0%. Reaction SMILES: [OH:1][NH:2][C:3]([C:5]1[CH:10]=[CH:9][N:8]=[CH:7][CH:6]=1)=[NH:4].[Cl:11][C:12]1[CH:17]=[CH:16][C:15]([C:18]2[CH:23]=[C:22]([C:24]([F:27])([F:26])[F:25])[N:21]=[C:20]([C:28](O)=O)[N:19]=2)=[CH:14][CH:13]=1>>[Cl:11][C:12]1[CH:13]=[CH:14][C:15]([C:18]2[CH:23]=[C:22]([C:24]([F:26])([F:25])[F:27])[N:21]=[C:20]([C:28]3[O:1][N:2]=[C:3]([C:5]4[CH:10]=[CH:9][N:8]=[CH:7][CH:6]=4)[N:4]=3)[N:19]=2)=[CH:16][CH:17]=1. Procedure: The title compound was prepared from commercially available N-hydroxy-4-pyridinecarboxamidine [CAS-No. 1594-57-6] (0.103 g, 0.75 mmol) and 4-(4-chloro-phenyl)-6-trifluoromethyl-pyrimidine-2-carboxylic acid (example D.1) (0.15 g, 0.5 mmol) according to the general procedure V. Obtained as a light yellow solid (0.088 g, 44%). MS (ISP) 404.1 [(M+H)+]; mp 187.5° C. Starting materials: [BH3-]C#N, CCOC(=O)CC(=O)c1ccccc1, CO, Cl, Nc1ccccc1, [Na+]. Yields the product CCOC(=O)CC(Nc1ccccc1)c1ccccc1. RXN SMILES: [C:23]([BH3-:24])#[N:25].[C:9]([c:10]1[cH:11][cH:12][cH:13][cH:14][cH:15]1)(=[O:16])[CH2:17][C:18](=[O:19])[O:20][CH2:21][CH3:22].[CH3:27][OH:28].[ClH:1].[NH2:2][c:3]1[cH:4][cH:5][cH:6][cH:7][cH:8]1.[Na+:26]>>[NH:2]([c:3]1[cH:4][cH:5][cH:6][cH:7][cH:8]1)[CH:9]([c:10]1[cH:11][cH:12][cH:13][cH:14][cH:15]1)[CH2:17][C:18](=[O:19])[O:20][CH2:21][CH3:22]. The reactants are C(C)(C)(C)OC(CCNC(CCC1=CC(=CC=C1)CC1CCN(CC1)C(=O)OC(C)(C)C)=O)=O (3-[3-(N-BOC-piperidin-4-ylmethyl)phenyl]propionyl-β-alanine-tert-butyl Ester), C(=O)(C(F)(F)F)O (TFA). The solvent is C(Cl)Cl (CH2Cl2). The product is N1CCC(CC1)CC=1C=C(C=CC1)CCC(=O)NCCC(=O)O (3-[3-(Piperidin-4-ylmethyl)phenyl]propionyl-β-alanine). RXN SMILES: C([O:5][C:6](=[O:34])[CH2:7][CH2:8][NH:9][C:10](=[O:33])[CH2:11][CH2:12][C:13]1[CH:18]=[CH:17][CH:16]=[C:15]([CH2:19][CH:20]2[CH2:25][CH2:24][N:23](C(OC(C)(C)C)=O)[CH2:22][CH2:21]2)[CH:14]=1)(C)(C)C.C(O)(C(F)(F)F)=O>C(Cl)Cl>[NH:23]1[CH2:22][CH2:21][CH:20]([CH2:19][C:15]2[CH:14]=[C:13]([CH2:12][CH2:11][C:10]([NH:9][CH2:8][CH2:7][C:6]([OH:34])=[O:5])=[O:33])[CH:18]=[CH:17][CH:16]=2)[CH2:25][CH2:24]1. Procedure details: A solution of 11-8 (225 mg, 0.48 mmoles), TFA (2.5 mL), and CH2Cl2 (2.5 mL) was stirred at ambient temperature for 1.0 h. Concentration followed by flash chromatography (silica, 10:1:1 ethanol/H2O/NH4OH) gave 11-9 as a white solid. Rf 0.44 (silica, 10:1:1 ethanol/H2O/NH4OH). The reactants are C1(=CC=CC=2C3=CC=CC=C3CC12)[Li] (fluorenyllithium), CC(=C1C=CC=C1)C1=CC=CC=C1 (6-methyl-6-phenylfulvene), O (water). Reagents/catalysts: [Cl-].[Cl-].C1(=CC=CC=C1)C(C)=[Zr+2](C1C=CC=C1)C1C2=CC=CC=C2C=2C=CC=CC12 ((Phenyl(methyl)methylene)(9-fluorenyl)(cyclopentadienyl)zirconium dichloride). The solvent is C1CCOC1 (THF), C1CCOC1 (THF). Conditions: time 2 hour. The product is C1(C=CCC1)C1=C(C=CC=C1)CCC1C2=CC=CC=C2C=2C=CC=CC12 (2,2-cyclopentadienyl(9-fluorenyl)ethylbenzene). Isolated yield 83.7%. RXN SMILES: [C:1]1([Li])[C:13]2[CH2:12][C:11]3[C:6](=[CH:7][CH:8]=[CH:9][CH:10]=3)[C:5]=2[CH:4]=[CH:3][CH:2]=1.[CH3:15][C:16]([C:22]1[CH:27]=[CH:26][CH:25]=[CH:24][CH:23]=1)=[C:17]1[CH:21]=[CH:20][CH:19]=[CH:18]1.O>C1COCC1.[Cl-].[Cl-].C1(C(=[Zr+2](C2C3C=CC=CC=3C3C2=CC=CC=3)C2C=CC=C2)C)C=CC=CC=1>[CH:17]1([C:16]2[CH:15]=[CH:25][CH:26]=[CH:27][C:22]=2[CH2:23][CH2:24][CH:12]2[C:11]3[CH:10]=[CH:9][CH:8]=[CH:7][C:6]=3[C:5]3[C:13]2=[CH:1][CH:2]=[CH:3][CH:4]=3)[CH2:18][CH2:19][CH:20]=[CH:21]1 |f:4.5.6|. Reported procedure: (Phenyl(methyl)methylene)(9-fluorenyl)(cyclopentadienyl)zirconium dichloride ##STR9## A solution of 67.8 mmol of fluorenyllithium of 50 cm3 of THF was added at room temperature to a solution of 11.4 g (67.8 mmol) of 6-methyl-6-phenylfulvene in 40 cm3 of THF. The mixture was stirred at room temperature for 2 hours, and 60 cm3 of water were added. The substance which precipitated was filtered off with suction, washed with diethyl ether and dried in an oil-pump vacuum. 19.1 g (84.2%) of 2,2-cyclope...